From a dataset of the Open Reaction Database (ORD), a public repository of structured organic reaction records. describe an organic reaction: reactants, conditions, products, and yield The reactants are OC=1C(=NC=CC1)C(=O)O (3-hydroxypicolinic acid), [NH4+].[OH-] (NH4OH). Reagents/catalysts: [Rh] (rhodium on carbon). The solvent is O (water). Conditions: time 8 hour. Yields the product O[C@@H]1[C@@H](NCCC1)C(=O)O (cis-3-Hydroxy-piperidine-2-carboxylic acid). The yield is 11.3%. RXN SMILES: [OH:1][C:2]1[C:3]([C:8]([OH:10])=[O:9])=[N:4][CH:5]=[CH:6][CH:7]=1.[NH4+].[OH-]>[Rh].O>[OH:1][C@H:2]1[CH2:7][CH2:6][CH2:5][NH:4][C@H:3]1[C:8]([OH:10])=[O:9] |f:1.2|. Reported procedure: A suspension of 3-hydroxypicolinic acid (1 g, 7.19 mmol) and 5 wt. % rhodium on carbon (200 mg) in a mixed solvents of conc. NH4OH (35 mL) and water (5 mL) in a pressure bottle was stirred under hydrogen at 80 psi overnight. The reaction mixture was filtered and the filtrate concentrated in vacuo to dryness to give 118 mg of the title compound (racemate). MS (ES): m/z 146 [M+1]+.